The task is: describe an organic reaction: reactants, conditions, products, and yield. This data is from the Open Reaction Database (ORD), a public repository of structured organic reaction records. The reactants are CCCCCCCCCCCCCCBr, C1CCNC1, CC#N. Product: CCCCCCCCCCCCCCN1CCCC1. Reaction SMILES: [Br:1][CH2:2][CH2:3][CH2:4][CH2:5][CH2:6][CH2:7][CH2:8][CH2:9][CH2:10][CH2:11][CH2:12][CH2:13][CH2:14][CH3:15].[CH2:16]1[CH2:17][CH2:18][NH:19][CH2:20]1.[CH3:21][C:22]#[N:23]>>[CH2:2]([CH2:3][CH2:4][CH2:5][CH2:6][CH2:7][CH2:8][CH2:9][CH2:10][CH2:11][CH2:12][CH2:13][CH2:14][CH3:15])[N:19]1[CH2:18][CH2:17][CH2:16][CH2:20]1. Starting materials: ClC=1C(C(=C(C(C1Cl)=O)C#N)C#N)=O (2,3-dichloro-5,6-dicyano-1,4-benzoquinone). The solvent is C1(=CC=CC=C1)C (toluene), C1(=CC=CC=C1)C (toluene), C1(=CC=CC=C1)C (toluene). Run at temperature 0 celsius. Product: ClC1=C(C(=C(C(=C1Cl)O)C#N)C#N)O (2,3-dichloro-5,6-dicyano-1,4-dihydroxybenzene). As a reaction SMILES: [Cl:1][C:2]1[C:3](=[O:14])[C:4]([C:12]#[N:13])=[C:5]([C:10]#[N:11])[C:6](=[O:9])[C:7]=1[Cl:8]>C1(C)C=CC=CC=1>[Cl:1][C:2]1[C:7]([Cl:8])=[C:6]([OH:9])[C:5]([C:10]#[N:11])=[C:4]([C:12]#[N:13])[C:3]=1[OH:14]. Procedure details: By way of general guidance,a toluene solution of 2,3-dichloro-5,6-dicyano-1,4-benzoquinone is added to a toluene solution of a compond of formula (III-i) while maintaining a reaction temperature of about 0° C. to about 10° C. after which the reaction temperature is maintained at about 0° C. for about 1 hour to form a toluene slurry of 2,3-dichloro-5,6-dicyano-1,4-dihydroxybenzene and a compound of formula (IV-i). The slurry is filtered to remove the 2,3-dichloro-5,6-dicyano-1,4-dihydroxybenzene;... Starting materials: O=C(Cl)C(=O)Cl, Cc1nc(Cl)ncc1C(=O)O, CN(C)C=O. Yields the product Cc1nc(Cl)ncc1C(=O)Cl. RXN SMILES: [Cl:12][C:13]([C:14]([Cl:15])=[O:16])=[O:17].[Cl:1][c:2]1[n:3][cH:4][c:5]([C:9](=[O:10])[OH:11])[c:6]([CH3:8])[n:7]1.[O:18]=[CH:19][N:20]([CH3:21])[CH3:22]>>[Cl:1][c:2]1[n:3][cH:4][c:5]([C:9](=[O:11])[Cl:12])[c:6]([CH3:8])[n:7]1. The reactants are CN(C)C=O, CCN(C(C)C)C(C)C, Cc1cc(F)c([N+](=O)[O-])cc1C#N, CC(C)(C)OC(=O)N1CCC(N)CC1. Product: Cc1cc(NC2CCN(C(=O)OC(C)(C)C)CC2)c([N+](=O)[O-])cc1C#N. RXN SMILES: [CH3:37][N:38]([CH3:39])[CH:40]=[O:41].[CH:28]([N:29]([CH:30]([CH3:31])[CH3:32])[CH2:33][CH3:34])([CH3:35])[CH3:36].[F:1][c:2]1[cH:3][c:4]([CH3:13])[c:5]([C:6]#[N:7])[cH:8][c:9]1[N+:10](=[O:11])[O-:12].[NH2:14][CH:15]1[CH2:16][CH2:17][N:18]([C:21](=[O:22])[O:23][C:24]([CH3:25])([CH3:26])[CH3:27])[CH2:19][CH2:20]1>>[c:2]1([NH:14][CH:15]2[CH2:16][CH2:17][N:18]([C:21](=[O:22])[O:23][C:24]([CH3:25])([CH3:26])[CH3:27])[CH2:19][CH2:20]2)[cH:3][c:4]([CH3:13])[c:5]([C:6]#[N:7])[cH:8][c:9]1[N+:10](=[O:11])[O-:12]. Starting materials: CC1C(=O)N(CCCCC(=O)N2CCC3(CC3)C(O)C2)CCN1C(=O)OCc1ccccc1, Cl. Yields the product CC1NCCN(CCCCC(=O)N2CCC3(CC3)C(O)C2)C1=O. Reaction SMILES: [CH2:1]([O:2][C:3](=[O:4])[N:11]1[CH:12]([CH3:33])[C:13](=[O:32])[N:14]([CH2:17][CH2:18][CH2:19][CH2:20][C:21](=[O:22])[N:23]2[CH2:24][CH:25]([OH:31])[C:26]3([CH2:27][CH2:28]3)[CH2:29][CH2:30]2)[CH2:15][CH2:16]1)[c:5]1[cH:6][cH:7][cH:8][cH:9][cH:10]1.[ClH:34]>>[NH:11]1[CH:12]([CH3:33])[C:13](=[O:32])[N:14]([CH2:17][CH2:18][CH2:19][CH2:20][C:21](=[O:22])[N:23]2[CH2:24][CH:25]([OH:31])[C:26]3([CH2:27][CH2:28]3)[CH2:29][CH2:30]2)[CH2:15][CH2:16]1. Reactants: OC1=CC=C(C=C1)CC(C(=O)OC)OC (Methyl 3-(4-hydroxyphenyl)-2-methoxypropanoate), [OH-].[Na+] (sodium hydroxide). The solvent is CO (methanol). Run at time 16 hour. Yields the product OC1=CC=C(C=C1)CC(C(=O)O)OC (racemic 3-(4-hydroxyphenyl)-2-methoxypropanoic acid). Isolated yield 88.9%. Reaction SMILES: [OH:1][C:2]1[CH:7]=[CH:6][C:5]([CH2:8][CH:9]([O:14][CH3:15])[C:10]([O:12]C)=[O:11])=[CH:4][CH:3]=1.[OH-].[Na+]>CO>[OH:1][C:2]1[CH:3]=[CH:4][C:5]([CH2:8][CH:9]([O:14][CH3:15])[C:10]([OH:12])=[O:11])=[CH:6][CH:7]=1 |f:1.2|. Procedure details: Methyl 3-(4-hydroxyphenyl)-2-methoxypropanoate (132 g, 0.631 mol) was dissolved in methanol (700 mL) and 5N sodium hydroxide (631 mL, 3.16 mol) was added dropwise at ambient temperature. The solution was stirred for 16 h at ambient temperature. The methanol was removed under vacuum, and water (500 mL) was added. The mixture was extracted with MTBE (2×500 mL). The aqueous solution was brought to pH=1 with concentrated HCl and then extracted with MTBE (2×500 nL). The organic extracts were dried (M...